This data is from the Open Reaction Database (ORD), a public repository of structured organic reaction records. The task is: describe an organic reaction: reactants, conditions, products, and yield Reactants: COC1=C(C=C(C=C1)N1CCN(CC1)CCC1=CC=CC=C1)C (1-(4-methoxy-3-methylphenyl)-4-phenethylpiperazine), C1(CCCC1)CCCN1CCN(CC1)C1=C(C=C(C(=C1)F)OC)F (1-(3-cyclopentylpropyl)-4-(2,5-difluoro-4-methoxyphenyl)-piperazine). The product is C1(CCCC1)CCCN1CCN(CC1)C1=CC(=C(C=C1F)O)F (4-[4-(3-cyclopentylpropyl)piperazin-1-yl]-2,5-difluorophenol). The yield is 34.6%. As a reaction SMILES: COC1C=CC(N2CCN(CCC3C=CC=CC=3)CC2)=CC=1C.[CH:24]1([CH2:29][CH2:30][CH2:31][N:32]2[CH2:37][CH2:36][N:35]([C:38]3[CH:43]=[C:42]([F:44])[C:41]([O:45]C)=[CH:40][C:39]=3[F:47])[CH2:34][CH2:33]2)[CH2:28][CH2:27][CH2:26][CH2:25]1>>[CH:24]1([CH2:29][CH2:30][CH2:31][N:32]2[CH2:37][CH2:36][N:35]([C:38]3[C:39]([F:47])=[CH:40][C:41]([OH:45])=[C:42]([F:44])[CH:43]=3)[CH2:34][CH2:33]2)[CH2:28][CH2:27][CH2:26][CH2:25]1. Reported procedure: Production Example 10 was repeated except that 1-(4-methoxy-3-methylphenyl)-4-phenethylpiperazine was replaced with 1-(3-cyclopentylpropyl)-4-(2,5-difluoro-4-methoxyphenyl)-piperazine (250 mg). The resulting crude product was purified on TLC (developer, chloroform: methanol=16:1) to provide 4-[4-(3-cyclopentylpropyl)piperazin-1-yl]-2,5-difluorophenol (83 mg). Starting materials: CC(C)(C)OC(=O)c1ccc(C=Cc2ccccc2Cl)cc1Nc1ccc(F)cc1, O=C(O)C(F)(F)F. The product is O=C(O)c1ccc(C=Cc2ccccc2Cl)cc1Nc1ccc(F)cc1. Reaction SMILES: [Cl:1][c:2]1[c:3]([CH:8]=[CH:9][c:10]2[cH:11][c:12]([NH:23][c:24]3[cH:25][cH:26][c:27]([F:30])[cH:28][cH:29]3)[c:13]([C:14](=[O:15])[O:16][C:17]([CH3:18])([CH3:19])[CH3:20])[cH:21][cH:22]2)[cH:4][cH:5][cH:6][cH:7]1.[OH:31][C:32]([C:33]([F:34])([F:35])[F:36])=[O:37]>>[Cl:1][c:2]1[c:3]([CH:8]=[CH:9][c:10]2[cH:11][c:12]([NH:23][c:24]3[cH:25][cH:26][c:27]([F:30])[cH:28][cH:29]3)[c:13]([C:14](=[O:15])[OH:16])[cH:21][cH:22]2)[cH:4][cH:5][cH:6][cH:7]1.